From a dataset of the Open Reaction Database (ORD), a public repository of structured organic reaction records. describe an organic reaction: reactants, conditions, products, and yield Starting materials: COC=1C=C(C=C2C=CC(NC12)=O)C(=O)OCC (8-methoxy-6-ethoxycarbonylcarbostyril). The reagents and catalysts are [Pd] (Pd-C). Run in C(C)(=O)O (acetic acid). Conditions: time 1 hour. The product is COC=1C=C(C=C2CCC(NC12)=O)C(=O)OCC (8-methoxy-6-ethoxycarbonyl-3,4-dihydrocarbostyril). Yield: 70.3%. RXN SMILES: [CH3:1][O:2][C:3]1[CH:4]=[C:5]([C:14]([O:16][CH2:17][CH3:18])=[O:15])[CH:6]=[C:7]2[C:12]=1[NH:11][C:10](=[O:13])[CH:9]=[CH:8]2>[Pd].C(O)(=O)C>[CH3:1][O:2][C:3]1[CH:4]=[C:5]([C:14]([O:16][CH2:17][CH3:18])=[O:15])[CH:6]=[C:7]2[C:12]=1[NH:11][C:10](=[O:13])[CH2:9][CH2:8]2. Procedure: 0.12 g of 10% Pd-C was added to 20 ml of an acetic acid solution containing 1.20 g of 8-methoxy-6-ethoxycarbonylcarbostyril. The mixture was subjected to hydrogenation at 90° C. at normal pressure for 1 hour. The catalyst in the reaction mixture was removed by filtration. The filtrate was subjected to distillation to remove the solvent. The residue was purified by a silica gel column chromatography (elutant: chloroform) and recrystallized from chloroform-diethyl ether to obtain 0.85 g of 8-metho... Starting materials: C1(CCCCC1)C(O)(C1=NC=NN1CN1CCCC1)C1=CC=CC=C1 (Cyclohexyl(phenyl)[1-(pyrrolidin-1-ylmethyl)-1H-1,2,4-triazol-5-yl]methanol), [BH4-].[Na+] (sodium borohydride). Run in C(C)O (ethanol). The product is C1(CCCCC1)C(O)(C1=NNC=N1)C1=CC=CC=C1 (Cyclohexyl(phenyl)1H-1,2,4-triazol-3-ylmethanol). Isolated yield 79.0%. Reaction SMILES: [CH:1]1([C:7]([C:20]2[CH:25]=[CH:24][CH:23]=[CH:22][CH:21]=2)([C:9]2[N:13](CN3CCCC3)[N:12]=[CH:11][N:10]=2)[OH:8])[CH2:6][CH2:5][CH2:4][CH2:3][CH2:2]1.[BH4-].[Na+]>C(O)C>[CH:20]1([C:7]([C:1]2[CH:6]=[CH:5][CH:4]=[CH:3][CH:2]=2)([C:9]2[N:10]=[CH:11][NH:12][N:13]=2)[OH:8])[CH2:21][CH2:22][CH2:23][CH2:24][CH2:25]1 |f:1.2|. Procedure: Cyclohexyl(phenyl)[1-(pyrrolidin-1-ylmethyl)-1H-1,2,4-triazol-5-yl]methanol (Preparation 17, 27.28 g, 80.12 mmol) was dissolved in ethanol (400 ml) and sodium borohydride (3.03 g, 80.1 mmol) added portionwise. After stirring at reflux for 3 hours the reaction was left to cool to room temperature over 18 hrs. The solvent was removed in vacuo and the residue purified by column chromatography on silica gel eluting with pentane:ethyl acetate (3:1 to 0:1, by volume) to furnish the title compound as a... Reactants: FC=1C=C(C=CC1C)C=1NC(=C(N1)CC(C)([N+](=O)[O-])C)C (2-(3-fluoro-4-methyl-phenyl)-5-methyl-4-(2-methyl-2-nitro-propyl)-1H-imidazole). The reagents and catalysts are [Zn] (Zn). The solvent is C(C)(=O)O (acetic acid). Reaction conditions: time 1.5 hour. The product is FC=1C=C(C=CC1C)C=1NC(=C(N1)CC(C)(C)N)C (2-[2-(3-fluoro-4-methyl-phenyl)-5-methyl-1H-imidazol-4-yl]-1,1-dimethyl-ethylamine). Yield: 80.8%. RXN SMILES: [F:1][C:2]1[CH:3]=[C:4]([C:9]2[NH:10][C:11]([CH3:21])=[C:12]([CH2:14][C:15]([CH3:20])([N+:17]([O-])=O)[CH3:16])[N:13]=2)[CH:5]=[CH:6][C:7]=1[CH3:8]>C(O)(=O)C.[Zn]>[F:1][C:2]1[CH:3]=[C:4]([C:9]2[NH:10][C:11]([CH3:21])=[C:12]([CH2:14][C:15]([NH2:17])([CH3:16])[CH3:20])[N:13]=2)[CH:5]=[CH:6][C:7]=1[CH3:8]. Reported procedure: To a solution of 2-(3-fluoro-4-methyl-phenyl)-5-methyl-4-(2-methyl-2-nitro-propyl)-1H-imidazole (1.6 g) in acetic acid (32 ml) was added in 2 equal portions of Zn dust (5.2 g) in 15 minutes at 20-25° C. The slightly exothermic reaction was stirred at RT for 1.5 h, the inorganic salts filtered off, and washed with acetic acid. The filtrate was concentrated almost to dryness, the residue quenched with cold conc. NaOH and brine, and extracted with ethyl acetate. The organic phase was washed with br... Starting materials: [H][H] (hydrogen), C(C1=CC=CC=C1)OC=1C=C(C=CC1C#N)N1N=C2C3=C(CCC2C1C1CCCC1)C=C(C=C3)C(=O)O (2-(3-(benzyloxy)-4-cyanophenyl)-3-cyclopentyl-3,3a,4,5-tetrahydro-2H-benzo[g]indazole-7-carboxylic acid), C(C)(=O)OCC (ethyl acetate), O1CCCC1 (tetrahydrofuran). The reagents and catalysts are [Pd] (palladium on carbon). Solvent: CO (methanol). Product: C(#N)C1=C(C=C(C=C1)N1N=C2C3=C(CCC2C1C1CCCC1)C=C(C=C3)C(=O)OC)O (methyl 2-(4-cyano-3-hydroxyphenyl)-3-cyclopentyl-3,3a,4,5-tetrahydro-2H-benzo[g]indazole-7-carboxylate). Reaction SMILES: C([O:8][C:9]1[CH:10]=[C:11]([N:17]2[CH:25]([CH:26]3[CH2:30][CH2:29][CH2:28][CH2:27]3)[CH:24]3[C:19]([C:20]4[CH:34]=[CH:33][C:32]([C:35]([OH:37])=[O:36])=[CH:31][C:21]=4[CH2:22][CH2:23]3)=[N:18]2)[CH:12]=[CH:13][C:14]=1[C:15]#[N:16])C1C=CC=CC=1.[C:38](OCC)(=O)C.O1CCCC1.[H][H]>[Pd].CO>[C:15]([C:14]1[CH:13]=[CH:12][C:11]([N:17]2[CH:25]([CH:26]3[CH2:30][CH2:29][CH2:28][CH2:27]3)[CH:24]3[C:19]([C:20]4[CH:34]=[CH:33][C:32]([C:35]([O:37][CH3:38])=[O:36])=[CH:31][C:21]=4[CH2:22][CH2:23]3)=[N:18]2)=[CH:10][C:9]=1[OH:8])#[N:16]. Reported procedure: A mixture of 2-(3-(benzyloxy)-4-cyanophenyl)-3-cyclopentyl-3,3a,4,5-tetrahydro-2H-benzo[g]indazole-7-carboxylic acid (Example 31; 70 mg, 0.14 mmol), ethyl acetate, tetrahydrofuran, and methanol was treated with 10% palladium on carbon (10 mg) and hydrogenated for four hours at 30 psi hydrogen. The mixture was filtered through Celite, and concentrated to give methyl 2-(4-cyano-3-hydroxyphenyl)-3-cyclopentyl-3,3a,4,5-tetrahydro-2H-benzo[g]indazole-7-carboxylate (57 mg, 0.14 mmol) as a yellow solid... The reactants are OC1=C(C=C(C=C1)C(C(=O)OC)C1CCCC1)[N+](=O)[O-] (Methyl 2-(4-hydroxy-3-nitrophenyl)-2-cyclopentyl-acetate). Reagents/catalysts: [Pd] (palladium/carbon). Solvent: C(C)O (ethanol). The product is NC=1C=C(C=CC1O)C(C(=O)OC)C1CCCC1 (Methyl 2-(3-amino-4-hydroxy-phenyl)-2-cyclopentyl-acetate). RXN SMILES: [OH:1][C:2]1[CH:7]=[CH:6][C:5]([CH:8]([CH:13]2[CH2:17][CH2:16][CH2:15][CH2:14]2)[C:9]([O:11][CH3:12])=[O:10])=[CH:4][C:3]=1[N+:18]([O-])=O>C(O)C.[Pd]>[NH2:18][C:3]1[CH:4]=[C:5]([CH:8]([CH:13]2[CH2:17][CH2:16][CH2:15][CH2:14]2)[C:9]([O:11][CH3:12])=[O:10])[CH:6]=[CH:7][C:2]=1[OH:1]. Procedure details: 5.6 g (20 mmol) of the compound from Example XI are hydrogenated at 4 atm. in 100 ml of ethanol with the addition of 0.5 g of palladium/carbon (10% strength). The catalyst is filtered off with suction, the filtrate is concentrated and the residue is further reacted without further purification (quantitative yield). Reported procedure: A solution of 200 mg of 1,2-diamino-4,5-dichlorobenzene dissolved in 5 mL of 97% formic acid was heated to 100° C. in a sealed tube for 15 hours. After cooling to room temperature, the reaction was quenched by the addition of 3.3 mL of concentrated aqueous NH4OH and stirred for 30 minutes. Following dilution with 20 mL of H2O, and extraction with 2×20 mL EtOAc, the organic phases were dried over MgSO4 and concentrated under reduced pressure to yield 210 mg of the title compound as a brown oil. N... Yields the product ClC1=CC2=C(N=CN2)C=C1Cl (5,6-Dichlorobenzimidazole). Reaction SMILES: [NH2:1][C:2]1[CH:7]=[C:6]([Cl:8])[C:5]([Cl:9])=[CH:4][C:3]=1[NH2:10].[CH:11](O)=O>>[Cl:8][C:6]1[C:5]([Cl:9])=[CH:4][C:3]2[N:10]=[CH:11][NH:1][C:2]=2[CH:7]=1. Conditions: temperature 100 celsius, time 30 minute. Starting materials: NC1=C(C=C(C(=C1)Cl)Cl)N (1,2-diamino-4,5-dichlorobenzene), C(=O)O (formic acid). The reactants are CN(C=O)C (N,N-dimethylformamide), C(C)(C)(C)OC(=O)N1CCN(CC1)C=1C(=NC=CN1)OCCO (2-[3-(4-tert-butoxycarbonyl-1-piperazinyl)-pyrazinyloxy]ethanol), C1(=CC=CC=C1)P(C1=CC=CC=C1)C1=CC=CC=C1 (triphenylphosphine), ClC1=CC(=C(C=C1)O)F (4-chloro-fluorophenol). The solvent is C1CCOC1 (THF). Reaction conditions: time 2 hour. Yields the product ClC1=CC(=C(OCCN2C(C(=NC=C2)N2CCNCC2)=O)C=C1)F (1-[2-(4-Chloro-2-fluorophenoxy)ethyl]-3-(1-piperazinyl)-2(1H)-pyrazinone). The yield is 34.9%. As a reaction SMILES: CN(C)C=O.C(OC([N:13]1[CH2:18][CH2:17][N:16]([C:19]2[C:20]([O:25]CCO)=[N:21][CH:22]=[CH:23][N:24]=2)[CH2:15][CH2:14]1)=O)(C)(C)C.[C:29]1(P(C2C=CC=CC=2)C2C=CC=CC=2)C=CC=C[CH:30]=1.[Cl:48][C:49]1[CH:54]=[CH:53][C:52]([OH:55])=[C:51]([F:56])[CH:50]=1>C1COCC1>[Cl:48][C:49]1[CH:54]=[CH:53][C:52]([O:55][CH2:29][CH2:30][N:21]2[CH:22]=[CH:23][N:24]=[C:19]([N:16]3[CH2:15][CH2:14][NH:13][CH2:18][CH2:17]3)[C:20]2=[O:25])=[C:51]([F:56])[CH:50]=1. Procedure details: 1,1′-Azobis(N,N-dimethylformamide (TMAD; 0.217 g, 1.26 mmol) was added to a stirred mixture of 2-[3-(4-tert-butoxycarbonyl-1-piperazinyl)-pyrazinyloxy]ethanol (0.324 g, 1.00 mmol), triphenylphosphine (0.324 g, 1.23 mmol) and 4-chloro-fluorophenol (0.217 g, 1.48 mmol) in THF (1 mL) at room temperature. After 2 h, the reaction mixture was concentrated and the crude N-t-BOC derivative of the title compound was N-deprotected with TFA/dichloromethane/H2O (45:50:5). Purification by chromatography on s... The reactants are FC=1C=C(C(=O)OC)C=CC1C#CCOC (methyl 3-fluoro-4-(3-methoxyprop-1-ynyl)benzoate), CO (MeOH), [OH-].[Na+] (NaOH). Solvent: C1CCOC1 (THF). Reaction conditions: time 1 hour. Yields the product FC=1C=C(C(=O)O)C=CC1C#CCOC (3-fluoro-4-(3-methoxyprop-1-ynyl)benzoic acid). Reaction SMILES: [F:1][C:2]1[CH:3]=[C:4]([CH:9]=[CH:10][C:11]=1[C:12]#[C:13][CH2:14][O:15][CH3:16])[C:5]([O:7]C)=[O:6].CO.[OH-].[Na+]>C1COCC1>[F:1][C:2]1[CH:3]=[C:4]([CH:9]=[CH:10][C:11]=1[C:12]#[C:13][CH2:14][O:15][CH3:16])[C:5]([OH:7])=[O:6] |f:2.3|. Procedure details: To methyl 3-fluoro-4-(3-methoxyprop-1-ynyl)benzoate (1.40 g, 6.30 mmol) in 15 ml of 2:1 THF:MeOH at room temperature was added NaOH (1.89 mL of 4 M, 7.56 mmol). The mixture was stirred at room temperature for 1 h before the volatile solvents were removed. The remainder was extracted with ether. The aqueous layer was acidified with 1M HCl and was extracted with ether (3×). The combined ether extracts were dried and concentrated to give 3-fluoro-4-(3-methoxyprop-1-ynyl)benzoic acid as a white soli... The reactants are O (Water), C([O-])([O-])=O.[Cs+].[Cs+] (Cesium carbonate), IC1=NNC2=NC=C(C=C21)[N+](=O)[O-] (3-iodo-5-nitro-1H-pyrazolo[3,4-b]pyridine), ClCC1=CC=C(C=C1)OC (1-(chloromethyl)-4-methoxybenzene). The solvent is CN(C)C=O (DMF). Run at time 16 hour. Yields the product IC1=NN(C2=NC=C(C=C21)[N+](=O)[O-])CC2=CC=C(C=C2)OC (3-iodo-1-(4-methoxybenzyl)-5-nitro-1H-pyrazolo[3,4-b]pyridine). Yield: 56.7%. RXN SMILES: C(=O)([O-])[O-].[Cs+].[Cs+].[I:7][C:8]1[C:16]2[C:11](=[N:12][CH:13]=[C:14]([N+:17]([O-:19])=[O:18])[CH:15]=2)[NH:10][N:9]=1.Cl[CH2:21][C:22]1[CH:27]=[CH:26][C:25]([O:28][CH3:29])=[CH:24][CH:23]=1.O>CN(C=O)C>[I:7][C:8]1[C:16]2[C:11](=[N:12][CH:13]=[C:14]([N+:17]([O-:19])=[O:18])[CH:15]=2)[N:10]([CH2:21][C:22]2[CH:27]=[CH:26][C:25]([O:28][CH3:29])=[CH:24][CH:23]=2)[N:9]=1 |f:0.1.2|. Reported procedure: Cesium carbonate (25.3 g, 77.6 mmol) was added to 3-iodo-5-nitro-1H-pyrazolo[3,4-b]pyridine (15 g, 52 mmol) in DMF (500 mL). Then 1-(chloromethyl)-4-methoxybenzene (10.57 mL, 77.58 mmol) was added, which was stirred at room temperature for 16 hours. Water (1 L) was then added to the reaction mixture, which resulted in a precipitate. The solids were collected by filtration and transferred into a flask with the aid of i-PrOH. The concentrate was triturated with EtOAc/Et2O (3:1 EtOAc/Et2O, 750 mL) ...